This data is from the Open Reaction Database (ORD), a public repository of structured organic reaction records. The task is: describe an organic reaction: reactants, conditions, products, and yield Reactants: F[B-](F)(F)F, CN1CCOCC1, ClCCl, Cl, Cl, CC(C)c1cccc(CNCC(O)C(N)Cc2ccccc2)c1, CCCN1CCCC12CCN(C(C)C(=O)O)C2=O, CN(C)C(On1nnc2ccccc21)=[N+](C)C. Product: CCCN1CCCC12CCN(C(C)C(=O)NC(Cc1ccccc1)C(O)CNCc1cccc(C(C)C)c1)C2=O. As a reaction SMILES: [B-:44]([F:45])([F:46])([F:47])[F:48].[CH3:66][N:67]1[CH2:68][CH2:69][O:70][CH2:71][CH2:72]1.[Cl:73][CH2:74][Cl:75].[ClH:1].[ClH:2].[NH2:3][CH:4]([CH:5]([CH2:6][NH:7][CH2:8][c:9]1[cH:10][c:11]([CH:15]([CH3:16])[CH3:17])[cH:12][cH:13][cH:14]1)[OH:18])[CH2:19][c:20]1[cH:21][cH:22][cH:23][cH:24][cH:25]1.[O:26]=[C:27]1[C:28]2([CH2:29][CH2:30][CH2:31][N:32]2[CH2:33][CH2:34][CH3:35])[CH2:36][CH2:37][N:38]1[CH:39]([C:40](=[O:41])[OH:42])[CH3:43].[n:49]1([O:50][C:51]([N:52]([CH3:53])[CH3:54])=[N+:55]([CH3:56])[CH3:57])[c:58]2[cH:59][cH:60][cH:61][cH:62][c:63]2[n:64][n:65]1>>[NH:3]([CH:4]([CH:5]([CH2:6][NH:7][CH2:8][c:9]1[cH:10][c:11]([CH:15]([CH3:16])[CH3:17])[cH:12][cH:13][cH:14]1)[OH:18])[CH2:19][c:20]1[cH:21][cH:22][cH:23][cH:24][cH:25]1)[C:40]([CH:39]([N:38]1[C:27](=[O:26])[C:28]2([CH2:29][CH2:30][CH2:31][N:32]2[CH2:33][CH2:34][CH3:35])[CH2:36][CH2:37]1)[CH3:43])=[O:41].